From a dataset of the Open Reaction Database (ORD), a public repository of structured organic reaction records. describe an organic reaction: reactants, conditions, products, and yield Reactants: CCOC(=O)CBr, O=C([O-])[O-], CN(C)C=O, CC(C)(c1ccc(O)cc1)C(F)(F)F, [K+], [K+]. Yields the product CCOC(=O)COc1ccc(C(C)(C)C(F)(F)F)cc1. RXN SMILES: [Br:21][CH2:22][C:23](=[O:24])[O:25][CH2:26][CH3:27].[C:15](=[O:16])([O-:17])[O-:18].[CH3:28][N:29]([CH3:30])[CH:31]=[O:32].[F:1][C:2]([C:3]([CH3:4])([CH3:5])[c:6]1[cH:7][cH:8][c:9]([OH:12])[cH:10][cH:11]1)([F:13])[F:14].[K+:19].[K+:20]>>[F:1][C:2]([C:3]([CH3:4])([CH3:5])[c:6]1[cH:7][cH:8][c:9]([O:12][CH2:22][C:23](=[O:24])[O:25][CH2:26][CH3:27])[cH:10][cH:11]1)([F:13])[F:14]. The reactants are CC1=NOC(=C1C1=C(C=C2C(=C(C=NC2=C1)N)NCC1=NC=CC=C1)OC)C (7-(3,5-dimethylisoxazol-4-yl)-6-methoxy-N4-(pyridin-2-ylmethyl)quinoline-3,4-diamine), C(O)([O-])=O.[Na+] (sodium hydrogen carbonate), CC1=NOC(=C1C1=C(C=C2C(=C(C=NC2=C1)N)NCC1=NC=CC=C1)OC)C (7-(3,5-dimethylisoxazol-4-yl)-6-methoxy-N4-(pyridin-2-ylmethyl)quinoline-3,4-diamine), COCC(=O)Cl (2-Methoxyacetyl chloride). Run in C(Cl)Cl (DCM). Reaction conditions: temperature 0 celsius, time 30 minute. Product: COC1=CC=2C3=C(C=NC2C=C1C=1C(=NOC1C)C)N=C(N3CC3=NC=CC=C3)COC (4-(8-methoxy-2-(methoxymethyl)-1-(pyridin-2-ylmethyl)-1H-imidazo[4,5-c]quinolin-7-yl)-3,5-dimethylisoxazole). Reaction SMILES: [CH3:1][C:2]1[C:6]([C:7]2[CH:16]=[C:15]3[C:10]([C:11]([NH:18][CH2:19][C:20]4[CH:25]=[CH:24][CH:23]=[CH:22][N:21]=4)=[C:12]([NH2:17])[CH:13]=[N:14]3)=[CH:9][C:8]=2[O:26][CH3:27])=[C:5]([CH3:28])[O:4][N:3]=1.[CH3:29][O:30][CH2:31][C:32](Cl)=O.C(=O)([O-])O.[Na+]>C(Cl)Cl>[CH3:27][O:26][C:8]1[C:7]([C:6]2[C:2]([CH3:1])=[N:3][O:4][C:5]=2[CH3:28])=[CH:16][C:15]2[N:14]=[CH:13][C:12]3[N:17]=[C:32]([CH2:31][O:30][CH3:29])[N:18]([CH2:19][C:20]4[CH:25]=[CH:24][CH:23]=[CH:22][N:21]=4)[C:11]=3[C:10]=2[CH:9]=1 |f:2.3|. Procedure: 7-(3,5-dimethylisoxazol-4-yl)-6-methoxy-N4-(pyridin-2-ylmethyl)quinoline-3,4-diamine (for a preparation see Intermediate 63, 500 mg) was dissolved in DCM (20 ml) and the reaction mixture was cooled to 0° C. 2-Methoxyacetyl chloride (1.1 eq) was added dropwise and the reaction mixture was stirred at room temperature for 30 min. The mixture was hydrolysed using a solution of sodium hydrogen carbonate and extracted with DCM. The organic was dried over Na2SO4, filtered and concentrated to dryness. T... The reactants are O=C([O-])[O-], c1ccc(COCC2COCc3nc4cnc5ccccc5c4n32)cc1, ClCCl, [Na+], [Na+], O=C(OO)c1cccc(Cl)c1. The product is [O-][n+]1cc2nc3n(c2c2ccccc21)C(COCc1ccccc1)COC3. RXN SMILES: [C:38](=[O:39])([O-:40])[O-:41].[CH2:1]([c:2]1[cH:3][cH:4][cH:5][cH:6][cH:7]1)[O:8][CH2:9][CH:10]1[CH2:11][O:12][CH2:13][c:14]2[n:15]1[c:16]1[c:17]([cH:18][n:19][c:20]3[cH:21][cH:22][cH:23][cH:24][c:25]13)[n:26]2.[Cl:44][CH2:45][Cl:46].[Na+:42].[Na+:43].[OH:27][O:28][C:29]([c:30]1[cH:31][c:32]([Cl:33])[cH:34][cH:35][cH:36]1)=[O:37]>>[CH2:1]([c:2]1[cH:3][cH:4][cH:5][cH:6][cH:7]1)[O:8][CH2:9][CH:10]1[CH2:11][O:12][CH2:13][c:14]2[n:15]1[c:16]1[c:17]([cH:18][n+:19]([O-:27])[c:20]3[cH:21][cH:22][cH:23][cH:24][c:25]13)[n:26]2.